Dataset: the Open Reaction Database (ORD), a public repository of structured organic reaction records. Task: describe an organic reaction: reactants, conditions, products, and yield Reactants: CC1(C(C1C=C(Cl)Cl)C(=O)Cl)C (2,2-dimethyl-3-(2,2-dichlorovinyl)cyclopropanecarbonyl chloride), ClC1=CC=C(OC=2C=C(C(C#C)O)C=CC2)C=C1 (3-(4-chlorophenoxy)-α-ethynylbenzyl alcohol), N1=CC=CC=C1 (pyridine). The solvent is C1=CC=CC=C1 (benzene), O (water). Conditions: time 8 hour. Product: CC1(C(C1C=C(Cl)Cl)C(=O)OC(C1=CC(=CC=C1)OC1=CC=C(C=C1)Cl)C#C)C (3-(4-chlorophenoxy)-α-ethynylbenzyl 2,2-dimethyl-3-(2,2-dichlorovinyl)cyclopropanecarboxylate). Isolated yield 90.0%. Reaction SMILES: [CH3:1][C:2]1([CH3:12])[CH:4]([CH:5]=[C:6]([Cl:8])[Cl:7])[CH:3]1[C:9](Cl)=[O:10].[Cl:13][C:14]1[CH:30]=[CH:29][C:17]([O:18][C:19]2[CH:20]=[C:21]([CH:26]=[CH:27][CH:28]=2)[CH:22]([OH:25])[C:23]#[CH:24])=[CH:16][CH:15]=1.N1C=CC=CC=1>C1C=CC=CC=1.O>[CH3:1][C:2]1([CH3:12])[CH:4]([CH:5]=[C:6]([Cl:8])[Cl:7])[CH:3]1[C:9]([O:25][CH:22]([C:23]#[CH:24])[C:21]1[CH:26]=[CH:27][CH:28]=[C:19]([O:18][C:17]2[CH:29]=[CH:30][C:14]([Cl:13])=[CH:15][CH:16]=2)[CH:20]=1)=[O:10]. Procedure details: In 120 ml of dry benzene was dissolved 11.4 g of 2,2-dimethyl-3-(2,2-dichlorovinyl)cyclopropanecarbonyl chloride (cis-/trans-ratio=50:50, approx.) followed by addition of 12.9 g. of 3-(4-chlorophenoxy)-α-ethynylbenzyl alcohol and further by dropwise addition of 7.9 g of pyridine. The mixture was stirred at room temperature overnight. Thereafter, the reaction mixture was diluted with 100 g of water and the benzene layer was separated, washed with dilute hydrochloric acid and water and dried over ... Reactants: CCOC(=O)C(Cc1ccc(OCCOS(C)(=O)=O)cc1)Oc1ccccc1, [N-]=[N+]=[N-], [Na+]. Yields the product CCOC(=O)C(Cc1ccc(OCCN=[N+]=[N-])cc1)Oc1ccccc1. As a reaction SMILES: [CH3:1][S:2]([O:3][CH2:6][CH2:7][O:8][c:9]1[cH:10][cH:11][c:12]([CH2:15][CH:16]([C:17](=[O:18])[O:19][CH2:20][CH3:21])[O:22][c:23]2[cH:24][cH:25][cH:26][cH:27][cH:28]2)[cH:13][cH:14]1)(=[O:4])=[O:5].[N-:30]=[N+:31]=[N-:32].[Na+:29]>>[CH2:6]([CH2:7][O:8][c:9]1[cH:10][cH:11][c:12]([CH2:15][CH:16]([C:17](=[O:18])[O:19][CH2:20][CH3:21])[O:22][c:23]2[cH:24][cH:25][cH:26][cH:27][cH:28]2)[cH:13][cH:14]1)[N:30]=[N+:31]=[N-:32]. Starting materials: COCOC1=CC=C(C([C@H](NC)C(=O)O)O)C=C1 (O-methoxymethyl-N-methyl-β-hydroxytyrosine), C[Si](C)(C)C(C(=O)N)[Si](C)(C)C (bis(trimethylsilyl)acetamide), [N+](=O)([O-])C1=C(C=CC=C1)SCl (2-nitrophenylsulfenyl chloride), C[Si](C)(C)C(C(=O)N)[Si](C)(C)C (bis(trimethylsilyl)acetamide), [N+](=O)([O-])C1=C(C=CC=C1)SCl (2-nitrophenylsulfenyl chloride), [OH-].[Na+] (sodium hydroxide). Run in ClCCl (dichloromethane), ClCCl (dichloromethane). Run at temperature 0 celsius, time 2 hour. The product is COCOC1=CC=C(C([C@H](N(SC2=C(C=CC=C2)[N+](=O)[O-])C)C(=O)O)O)C=C1 (O-methoxymethyl-N-methyl-N-(2-nitrophenylthio)-β-hydroxytyrosine). Yield: 85.0%. As a reaction SMILES: [CH3:1][O:2][CH2:3][O:4][C:5]1[CH:18]=[CH:17][C:8]([CH:9]([OH:16])[C@@H:10]([C:13]([OH:15])=[O:14])[NH:11][CH3:12])=[CH:7][CH:6]=1.C[Si](C([Si](C)(C)C)C(N)=O)(C)C.[N+:31]([C:34]1[CH:39]=[CH:38][CH:37]=[CH:36][C:35]=1[S:40]Cl)([O-:33])=[O:32].[OH-].[Na+]>ClCCl>[CH3:1][O:2][CH2:3][O:4][C:5]1[CH:6]=[CH:7][C:8]([CH:9]([OH:16])[C@@H:10]([C:13]([OH:15])=[O:14])[N:11]([CH3:12])[S:40][C:35]2[CH:36]=[CH:37][CH:38]=[CH:39][C:34]=2[N+:31]([O-:33])=[O:32])=[CH:17][CH:18]=1 |f:3.4|. Procedure: To a solution of O-methoxymethyl-N-methyl-β-hydroxytyrosine (15.1 g) and bis(trimethylsilyl)acetamide (25 ml) in dichloromethane (150 ml) was added a solution of 2-nitrophenylsulfenyl chloride (11.2 g) in dichloromethane (50 ml). After stirring for 2 hours at 0° C., bis(trimethylsilyl)acetamide (10 ml) and 2-nitrophenylsulfenyl chloride (5.6 g) was added to the solution. The mixture was stirred for 3 hours at room temperature and added to 1N-sodium hydroxide (200 ml). The organic layer was washe... Starting materials: NC=1C=C(C(=O)O)C=C(C1Cl)S(=O)C (3-amino-4-chloro-5-methylsulfinylbenzoic acid), S(O)(O)(=O)=O (sulfuric acid), Cl (hydrochloric acid), 4A. Run in C(CCC)O (n-butanol). Product: C(CCC)NC=1C=C(C(=O)O)C=C(C1Cl)S(=O)C (3-n-butylamino-4-chloro-5-methylsulfinylbenzoic acid). RXN SMILES: [NH2:1][C:2]1[CH:3]=[C:4]([CH:8]=[C:9]([S:12]([CH3:14])=[O:13])[C:10]=1[Cl:11])[C:5]([OH:7])=[O:6].S(=O)(=O)(O)O.Cl>C(O)CCC>[CH2:3]([NH:1][C:2]1[CH:3]=[C:4]([CH:8]=[C:9]([S:12]([CH3:14])=[O:13])[C:10]=1[Cl:11])[C:5]([OH:7])=[O:6])[CH2:2][CH2:10][CH3:9]. Reported procedure: A solution of 3-amino-4-chloro-5-methylsulfinylbenzoic acid (4.67 g.; 0.02 mole) in n-butanol (150 ml.) containing concentrated sulfuric acid (2 ml.) is refluxed for 48 hours in a Soxhlet extractor containing type 4A molecular sieves (100 g.). The solvent is distilled at reduced pressure and the residue is treated with water (50 ml.), 10N sodium hydroxide (20 ml.) and ethanol (20 ml.) and refluxed for 1 hour to hydrolyze any butyl ester which may have formed. The reaction mixture is cooled and a... Starting materials: [BH4-], CCN1CCN(c2nc(CC(=O)c3ccccc3)cc3ccccc23)CC1, CO, [Na+]. Product: CCN1CCN(c2nc(CC(O)c3ccccc3)cc3ccccc23)CC1. Reaction SMILES: [BH4-:28].[CH2:1]([CH3:2])[N:3]1[CH2:4][CH2:5][N:6]([c:9]2[n:10][c:11]([CH2:19][C:20](=[O:21])[c:22]3[cH:23][cH:24][cH:25][cH:26][cH:27]3)[cH:12][c:13]3[cH:14][cH:15][cH:16][cH:17][c:18]23)[CH2:7][CH2:8]1.[CH3:30][OH:31].[Na+:29]>>[CH2:1]([CH3:2])[N:3]1[CH2:4][CH2:5][N:6]([c:9]2[n:10][c:11]([CH2:19][CH:20]([OH:21])[c:22]3[cH:23][cH:24][cH:25][cH:26][cH:27]3)[cH:12][c:13]3[cH:14][cH:15][cH:16][cH:17][c:18]23)[CH2:7][CH2:8]1. Starting materials: CC(CCC(=O)O)C (4-methyl valeric acid), CC1=CC=C(C=C1)C1=CC=C(C=C1)C#C (4-(4-methylpenyl)-phenylethyne), BrC1=CC=CC=C1 (bromobenzene), BrC1=CC=CC=C1 (bromobenzene), [Al+3].[Cl-].[Cl-].[Cl-] (AlCl3), acid chloride, Compound 28, CC1=CC=C(C=C1)C1=CC=C(C=C1)C#C (4-(4-methylpenyl)-phenylethyne). The product is O=C(CCC(C)C)C1=CC=C(C=C1)Br (4-(1-oxo-4-methyl-pentyl) bromobenzene). Reaction SMILES: CC1C=CC(C2C=CC(C#C)=CC=2)=CC=1.[Br:16][C:17]1[CH:22]=[CH:21][CH:20]=[CH:19][CH:18]=1.[Al+3].[Cl-].[Cl-].[Cl-].[CH3:27][CH:28]([CH3:34])[CH2:29][CH2:30][C:31](O)=[O:32]>>[O:32]=[C:31]([C:20]1[CH:21]=[CH:22][C:17]([Br:16])=[CH:18][CH:19]=1)[CH2:30][CH2:29][CH:28]([CH3:34])[CH3:27] |f:2.3.4.5|. Procedure details: Reaction Scheme 5 discloses a specific synthetic route to 4-(4-methylpenyl)-phenylethyne (Compound 26). In accordance with this scheme, bromobenzene (Compound 27) is reacted under Friedel Crafts conditions (AlCl3) with the acid chloride (Compound 28) prepared in situ from 4-methyl valeric acid, to yield 4-(1-oxo-4-methyl-pentyl) bromobenzene (Compuond 29). Compound 29 is reduced under Wolff-Kishner conditions (KOH, NH2NH2) to yield 4-(4-methylpentyl) bromobenzene (Compound 30). The bromobenzene ... The reactants are CN1CCC=2C=C(C(=CC2C(C1)C=3C=CC=C(C3)N=C=S)O)Cl (AS-300), C(=O)(C(F)(F)F)O (TFA), C(=O)(C(F)(F)F)O (TFA). Solvent: O (water), C(C)#N (acetonitrile). Run at time 7 minute. Product: C(C1=CC=CC=C1)OC=1C=C2C=CN(C2=CC1)[C@@H](C(=O)O)C ((R)-2-(5-benzyloxy-indol-1-yl)-propionic acid). As a reaction SMILES: C[N:2]1[CH2:12][CH:11](C2C=CC=C(N=C=S)C=2)[C:10]2[CH:9]=[C:8]([OH:22])[C:7](Cl)=[CH:6][C:5]=2[CH2:4][CH2:3]1.[C:24]([OH:30])(C(F)(F)F)=[O:25]>O.C(#N)C>[CH2:4]([O:22][C:8]1[CH:9]=[C:10]2[C:5](=[CH:6][CH:7]=1)[N:2]([C@H:3]([CH3:4])[C:24]([OH:30])=[O:25])[CH:12]=[CH:11]2)[C:5]1[CH:6]=[CH:7][CH:8]=[CH:9][CH:10]=1. Reported procedure: Reverse Phase HPLC conditions: Column: YMC-Pack ProC18 (AS-300), 50×4.6 mm (I.D.), S-5 μm, 12 nm (No. 040506614); Mobile Phase: A: 0.1% TFA in water; B: 0.1% TFA in acetonitrile; Gradient: 90-5% A (10-95% B) in 7 min.; Flow rate: 4.0 mL/min; Detector (UV): 220 nm. Retention time of title compound: 3.53 min. Reactants: FC1=C(C=CC(=C1)B1OC(C(O1)(C)C)(C)C)C=1N=CC(=NC1)N (5-(2-fluoro-4-(4,4,5,5-tetramethyl-1,3,2-dioxaborolan-2-yl)phenyl)-pyrazin-2-amine), BrC1=C(C=CC=C1)S(=O)(=O)N[C@H]([C@H](C1=CC=CC=C1)O)CO (2-bromo-N-((1S,2S)-1,3-dihydroxy-1-phenylpropan-2-yl)benzene-sulfonamide). The product is NC=1N=CC(=NC1)C1=C(C=C(C=C1)C=1C(=CC=CC1)S(=O)(=O)N[C@H]([C@H](C1=CC=CC=C1)O)CO)F (4′-(5-Aminopyrazin-2-yl)-3′-fluoro-N-[(1S,2S)-2-hydroxy-1-(hydroxymethyl)-2-phenylethyl]biphenyl-2-sulfonamide). As a reaction SMILES: [F:1][C:2]1[CH:7]=[C:6](B2OC(C)(C)C(C)(C)O2)[CH:5]=[CH:4][C:3]=1[C:17]1[N:18]=[CH:19][C:20]([NH2:23])=[N:21][CH:22]=1.Br[C:25]1[CH:30]=[CH:29][CH:28]=[CH:27][C:26]=1[S:31]([NH:34][C@@H:35]([CH2:44][OH:45])[C@@H:36]([OH:43])[C:37]1[CH:42]=[CH:41][CH:40]=[CH:39][CH:38]=1)(=[O:33])=[O:32]>>[NH2:23][C:20]1[N:21]=[CH:22][C:17]([C:3]2[CH:4]=[CH:5][C:6]([C:25]3[C:26]([S:31]([NH:34][C@@H:35]([CH2:44][OH:45])[C@@H:36]([OH:43])[C:37]4[CH:38]=[CH:39][CH:40]=[CH:41][CH:42]=4)(=[O:33])=[O:32])=[CH:27][CH:28]=[CH:29][CH:30]=3)=[CH:7][C:2]=2[F:1])=[N:18][CH:19]=1. Procedure: The title compound was prepared in a manner similar to that described in Example 448 using 5-(2-fluoro-4-(4,4,5,5-tetramethyl-1,3,2-dioxaborolan-2-yl)phenyl)-pyrazin-2-amine and 2-bromo-N-((1S,2S)-1,3-dihydroxy-1-phenylpropan-2-yl)benzene-sulfonamide. MS (ESI): mass calcd. for C25H23FN4O4S, 494.14; m/z found, 495.2 [M+H]+. 1H NMR (400 MHz, CDCl3) δ 8.45 (d, J=1.4, 1H), 8.10 (s, 1H), 7.87-7.80 (m, 2H), 7.55 (t, J=7.5, 1H), 7.43-7.36 (m, 2H), 7.30-7.14 (m, 8H), 4.89 (d, J=4.0, 1H), 3.65-3.57 (m, 1... Starting materials: CC(=O)OC1CC2=CC=C3C4CCC(C(C)C=O)C4(C)CCC3C2(C)C(OC(C)=O)C1, COC(=O)OC1CC2=CC=C3C4CCC(C(C)C=O)C4(C)CCC3C2(C)C(OC(=O)OC)C1. Yields the product CC(=O)OC1CC2=CC=C3C4CCC(C(C)C(=O)O)C4(C)CCC3C2(C)C(OC(C)=O)C1. RXN SMILES: [C:1]([CH3:2])(=[O:3])[O:4][CH:5]1[CH2:6][CH:7]([O:28][C:29]([CH3:30])=[O:31])[CH2:8][C:9]2=[CH:10][CH:11]=[C:12]3[CH:13]4[CH2:14][CH2:15][CH:16]([CH:17]([CH3:18])[CH:19]=[O:20])[C:21]4([CH3:27])[CH2:22][CH2:23][CH:24]3[C:25]12[CH3:26].[CH3:32][O:33][C:34]([O:35][CH:36]1[C:37]2([CH3:38])[C:39](=[CH:40][CH:41]=[C:42]3[CH:43]2[CH2:44][CH2:45][C:46]2([CH3:47])[CH:48]3[CH2:49][CH2:50][CH:51]2[CH:52]([CH:53]=[O:54])[CH3:55])[CH2:56][CH:57]([O:58][C:59]([O:60][CH3:61])=[O:62])[CH2:63]1)=[O:64]>>[C:1]([CH3:2])(=[O:3])[O:4][CH:5]1[CH2:6][CH:7]([O:28][C:29]([CH3:30])=[O:31])[CH2:8][C:9]2=[CH:10][CH:11]=[C:12]3[CH:13]4[CH2:14][CH2:15][CH:16]([CH:17]([CH3:18])[C:19](=[O:20])[OH:33])[C:21]4([CH3:27])[CH2:22][CH2:23][CH:24]3[C:25]12[CH3:26]. The reactants are C1(=CN2CCCC3=CC=CC1=C23)C=2C(NC(C2C2=CNC3=CC=CC=C23)=O)=O (3-(5,6-dihydro-4H-pyrrolo[3,2,1-ij]quinolin-1-yl)-4-(1H-indol-3-yl)pyrrole-2,5-dione), CC(C)([O-])C.[K+] (potassium tert-butoxide). The reagents and catalysts are [OH-].[Pd+2].[OH-] (palladium hydroxide). Run in C1CCOC1 (THF). Yields the product C1(=CN2CCCC3=CC=CC1=C23)[C@@H]2C(NC([C@H]2C2=CNC3=CC=CC=C23)=O)=O ((±)-trans-3-(5,6-dihydro-4H-pyrrolo[3,2,1-ij]quinolin-1-yl)-4-(1H-indol-3-yl)pyrrolidine-2,5-dione). Reaction SMILES: [C:1]1([C:13]2[C:14](=[O:28])[NH:15][C:16](=[O:27])[C:17]=2[C:18]2[C:26]3[C:21](=[CH:22][CH:23]=[CH:24][CH:25]=3)[NH:20][CH:19]=2)[C:11]2=[C:12]3[C:7](=[CH:8][CH:9]=[CH:10]2)[CH2:6][CH2:5][CH2:4][N:3]3[CH:2]=1.CC(C)([O-])C.[K+]>[OH-].[Pd+2].[OH-].C1COCC1>[C:1]1([C@H:13]2[C@H:17]([C:18]3[C:26]4[C:21](=[CH:22][CH:23]=[CH:24][CH:25]=4)[NH:20][CH:19]=3)[C:16](=[O:27])[NH:15][C:14]2=[O:28])[C:11]2=[C:12]3[C:7](=[CH:8][CH:9]=[CH:10]2)[CH2:6][CH2:5][CH2:4][N:3]3[CH:2]=1 |f:1.2,3.4.5|. Procedure: Compound 6 was hydrogenated with palladium hydroxide, THF, and potassium tert-butoxide to produce crude trans racemate, (±)-trans-3-(5,6-dihydro-4H-pyrrolo[3,2,1-ij]quinolin-1-yl)-4-(1H-indol-3-yl)pyrrolidine-2,5-dione (Compound 8). As described in the examples, the preparation of Compound 8, does not require the isolation of crude cis racemate (±)-cis-3-(5,6-dihydro-4H-pyrrolo[3,2,1-ij]quinolin-1-yl)-4-(1H-indol-3-yl)pyrrolidine-2,5-dione (Compound 7). Rather, during the hydrogenation of Compou...